Dataset: the Open Reaction Database (ORD), a public repository of structured organic reaction records. Task: describe an organic reaction: reactants, conditions, products, and yield The reactants are C1=C(C=CC2=CC=CC=C12)OC([C@@H](N(C)C([C@@H](NC(=O)OC(C)(C)C)CC1=CC=C(C=C1)O)=O)CCCNC(=O)OC(C)(C)C)=O (Boc-Tyrosyl-Nδ-Boc-Nα-methylornithinyl 2-naphthyl ether), FC(C(=O)O)(F)F (trifluoroacetic acid). Yields the product FC(C(=O)O)(F)F.C1=C(C=CC2=CC=CC=C12)OC([C@@H](N(C)C([C@@H](N)CC1=CC=C(C=C1)O)=O)CCCN)=O (Tyrosyl-Nα-Methylornithinyl 2-Naphthyl Ether Trifluoroacetate). RXN SMILES: [CH:1]1[C:10]2[C:5](=[CH:6][CH:7]=[CH:8][CH:9]=2)[CH:4]=[CH:3][C:2]=1[O:11][C:12](=[O:46])[C@H:13]([CH2:35][CH2:36][CH2:37][NH:38]C(OC(C)(C)C)=O)[N:14]([C:16](=[O:34])[C@H:17]([CH2:26][C:27]1[CH:32]=[CH:31][C:30]([OH:33])=[CH:29][CH:28]=1)[NH:18]C(OC(C)(C)C)=O)[CH3:15].[F:47][C:48]([F:53])([F:52])[C:49]([OH:51])=[O:50]>>[F:47][C:48]([F:53])([F:52])[C:49]([OH:51])=[O:50].[CH:1]1[C:10]2[C:5](=[CH:6][CH:7]=[CH:8][CH:9]=2)[CH:4]=[CH:3][C:2]=1[O:11][C:12](=[O:46])[C@H:13]([CH2:35][CH2:36][CH2:37][NH2:38])[N:14]([C:16](=[O:34])[C@H:17]([CH2:26][C:27]1[CH:28]=[CH:29][C:30]([OH:33])=[CH:31][CH:32]=1)[NH2:18])[CH3:15] |f:2.3|. Reported procedure: Boc-Tyrosyl-Nδ-Boc-Nα-methylornithinyl 2-naphthyl ether (125 mg) was treated with trifluoroacetic acid (Procedure E) to afford titled product (100 mg) as a white solid: 1H NMR (400 MHz, D2O) δ1.77 (m, 4H), 2.78 (m, 3H), 3.08 (m, 4H), 4.06 (dd, J=11.4; 3.6 Hz, 1H), 4.17 (dd, J=1 1.5; 8.4 Hz, 1H), 4.72 (t, J=7.8 Hz, 1H), 4.89 (m, 1H), 6.65 (d, J=10.8 Hz, 2H), 7.17 (d, J=10.8 Hz, 2H), 7.22 (dd, J=9.6; 1.1 Hz, 1H), 7.34 (s, 1H), 7.51 (t, J=8.4 Hz, 1H), 7.61 (t, J=8.4 Hz, 1H), 7.94 (m, 3H). Conditions: temperature -10 celsius, time 10 minute. Product: [N+](=O)([O-])C=1C=C2CC(NCC2=CC1)=O (1,2-dihydro-6-nitroisoquinolin-3(4H)-one). Starting materials: O (H2O), C1CC(=O)NC2=CC=CC=C21 (hydrocarbostyril), [N+](=O)(O)[O-] (HNO3). RXN SMILES: [CH2:1]1[C:11]2[C:6](=[CH:7][CH:8]=[CH:9][CH:10]=2)[NH:5][C:3](=[O:4])[CH2:2]1.O.[N+:13]([O-])([OH:15])=[O:14]>OS(O)(=O)=O>[N+:13]([C:8]1[CH:7]=[C:1]2[C:11](=[CH:10][CH:9]=1)[CH2:6][NH:5][C:3](=[O:4])[CH2:2]2)([O-:15])=[O:14]. Yield: 88.0%. Procedure details: To a solution of hydrocarbostyril (9.00 g, 61.2 mmol) in conc. H2SO4 (180 mL) cooled to −10° C. was slowly added H2O (45 mL), followed by HNO3 (65%, 4.5 mL). The yellow solution was stirred at −10° C. for 10 min and then carefully quenched at −10° C. with H2O (500 mL). The precipitated yellow solid was filtered off, washed with H2O and dried in vacuo to yield 1,2-dihydro-6-nitroisoquinolin-3(4H)-one (10.3 g, 88% yield). 1H NMR (400 MHz, CDCl3): δ 9.35 (brs, 1H), 8.12-8.09 (m, 2H), 6.95-6.92 (m, ... The solvent is OS(=O)(=O)O (H2SO4). The reactants are C1(CCCC1)[Si](OC)(OC)OC (cyclopentyl trimethoxysilane), C1(CCCC1)O (cyclopentyl alcohol), C[Si](Cl)(C)C (trimethylchlorosilane). Reagents/catalysts: C[O-].[Na+] (sodium methoxide). Product: C1(CCCC1)O[Si](OC)(OC)C1CCCC1 (cyclopentyloxy cyclopentyl dimethoxysilane). Isolated yield 85.1%. As a reaction SMILES: [CH:1]1([Si:6]([O:11][CH3:12])([O:9][CH3:10])[O:7][CH3:8])[CH2:5][CH2:4][CH2:3][CH2:2]1.[CH:13]1(O)[CH2:17]C[CH2:15][CH2:14]1.C[Si](C)(C)Cl>C[O-].[Na+]>[CH:10]1([O:9][Si:6]([CH:1]2[CH2:2][CH2:3][CH2:4][CH2:5]2)([O:11][CH3:12])[O:7][CH3:8])[CH2:15][CH2:14][CH2:13][CH2:17]1 |f:3.4|. Procedure details: In a 50 ml three-neck flask provided with a magnetic stirrer and a reflux condenser were charged 5.0 g (0.0262 mole) of cyclopentyl trimethoxysilane, 22.5 g (0.262 mole) of cyclopentyl alcohol and 18.6 mg (0.34 m mole) of sodium methoxide, which were then reacted with each other at room temperature for 2 hours under stirring. Then, trimethylchlorosilane was added to neutralize the alkali. Then, 5.4 g (0.0223 mole) of cyclopentyloxy cyclopentyl dimethoxysilane were obtained by vacuum distillation... Starting materials: O=C([O-])O, COc1ccc(-c2ccc3c(c2)C=C(C(=O)Nc2ccc(CN(C)C4CCC5(CC4)OCCO5)cc2)CCS3(=O)=O)cc1, C1CCOC1, Cl, [Na+]. Product: COc1ccc(-c2ccc3c(c2)C=C(C(=O)Nc2ccc(CN(C)C4CCC(=O)CC4)cc2)CCS3(=O)=O)cc1. Reaction SMILES: [C:45](=[O:46])([OH:47])[O-:48].[CH2:1]1[O:2][C:3]2([CH2:4][CH2:5][CH:6]([N:9]([CH3:10])[CH2:11][c:12]3[cH:13][cH:14][c:15]([NH:18][C:19](=[O:20])[C:21]4=[CH:27][c:26]5[c:25]([cH:31][cH:30][c:29](-[c:32]6[cH:33][cH:34][c:35]([O:38][CH3:39])[cH:36][cH:37]6)[cH:28]5)[S:24](=[O:40])(=[O:41])[CH2:23][CH2:22]4)[cH:16][cH:17]3)[CH2:7][CH2:8]2)[O:43][CH2:42]1.[CH2:50]1[O:51][CH2:52][CH2:53][CH2:54]1.[ClH:44].[Na+:49]>>[O:2]=[C:3]1[CH2:4][CH2:5][CH:6]([N:9]([CH3:10])[CH2:11][c:12]2[cH:13][cH:14][c:15]([NH:18][C:19](=[O:20])[C:21]3=[CH:27][c:26]4[c:25]([cH:31][cH:30][c:29](-[c:32]5[cH:33][cH:34][c:35]([O:38][CH3:39])[cH:36][cH:37]5)[cH:28]4)[S:24](=[O:40])(=[O:41])[CH2:23][CH2:22]3)[cH:16][cH:17]2)[CH2:7][CH2:8]1. The reactants are C1(=CC=CC=C1)[C@H](CNC(=S)N)C (N-[(2R)-2-phenylpropyl]thiourea), BrC(C(=O)O)CC (2-bromo-butyric acid). Yields the product C(C)[C@@H]1C(N=C(S1)NC[C@H](C)C1=CC=CC=C1)=O ((5R)-5-ethyl-2-{[(2R)-2-phenylpropyl]amino}-1,3-thiazol-4(5H)-one). RXN SMILES: [C:1]1([C@@H:7]([CH3:13])[CH2:8][NH:9][C:10]([NH2:12])=[S:11])[CH:6]=[CH:5][CH:4]=[CH:3][CH:2]=1.Br[CH:15]([CH2:19][CH3:20])[C:16](O)=[O:17]>>[CH2:19]([C@H:15]1[S:11][C:10]([NH:9][CH2:8][C@@H:7]([C:1]2[CH:6]=[CH:5][CH:4]=[CH:3][CH:2]=2)[CH3:13])=[N:12][C:16]1=[O:17])[CH3:20]. Procedure details: Synthesis was performed from N-[(2R)-2-phenylpropyl]thiourea and 2-bromo-butyric acid according to Method D3. Reactants: C(C)N(CCOC=1C=CC2=CC3=CC=C(C=C3N=C2C1)OCCN(CC)CC)CC (3,6-bis(2-diethylaminoethoxy)acridine), [Cl-].[Cr+3].[Cl-].[Cl-] (chromium chloride). Solvent: C(C)O (ethanol). Yields the product C(C)N(CCOC=1C=CC2=CC3=CC=C(C=C3N=C2C1)OCCN(CC)CC)CC.[Cl-].[Cr+3].[Cl-].[Cl-] (3,6-bis(2-diethylaminoethoxy)acridine chromium chloride). As a reaction SMILES: [CH2:1]([N:3]([CH2:29][CH3:30])[CH2:4][CH2:5][O:6][C:7]1[CH:8]=[CH:9][C:10]2[C:19]([CH:20]=1)=[N:18][C:17]1[C:12](=[CH:13][CH:14]=[C:15]([O:21][CH2:22][CH2:23][N:24]([CH2:27][CH3:28])[CH2:25][CH3:26])[CH:16]=1)[CH:11]=2)[CH3:2].[Cl-:31].[Cr+3:32].[Cl-].[Cl-]>C(O)C>[CH2:27]([N:24]([CH2:25][CH3:26])[CH2:23][CH2:22][O:21][C:15]1[CH:14]=[CH:13][C:12]2[C:17]([CH:16]=1)=[N:18][C:19]1[C:10](=[CH:9][CH:8]=[C:7]([O:6][CH2:5][CH2:4][N:3]([CH2:29][CH3:30])[CH2:1][CH3:2])[CH:20]=1)[CH:11]=2)[CH3:28].[Cl-:31].[Cr+3:32].[Cl-:31].[Cl-:31] |f:1.2.3.4,6.7.8.9.10|. Reported procedure: A suspension of 3,6-bis(2-diethylaminoethoxy)acridine and one equivalent of chromium chloride in ethanol is refluxed for 2 hours. The solvent is removed giving the desired 1:1 complex. The reactants are BrCCCCCC(=O)OCC1=CC=CC=C1 (benzyl 6-bromohexanoate), C(=O)(OCC1=CC=CC=C1)NCC(CCC(=O)[O-])=O.[Cs+] (caesium 5-(Cbz-amino)-4-oxopentanoate). Conditions: time 2 day. The product is C(=O)(OCC1=CC=CC=C1)NCC(CCC(=O)OCCCCCC(=O)OCC1=CC=CC=C1)=O (5-(benzyloxycarbonyl)pentyl 5-(Cbz-amino)-4-oxopentanoate). Reaction SMILES: Br[CH2:2][CH2:3][CH2:4][CH2:5][CH2:6][C:7]([O:9][CH2:10][C:11]1[CH:16]=[CH:15][CH:14]=[CH:13][CH:12]=1)=[O:8].[C:17]([NH:27][CH2:28][C:29](=[O:35])[CH2:30][CH2:31][C:32]([O-:34])=[O:33])([O:19][CH2:20][C:21]1[CH:26]=[CH:25][CH:24]=[CH:23][CH:22]=1)=[O:18].[Cs+]>>[C:17]([NH:27][CH2:28][C:29](=[O:35])[CH2:30][CH2:31][C:32]([O:34][CH2:2][CH2:3][CH2:4][CH2:5][CH2:6][C:7]([O:9][CH2:10][C:11]1[CH:16]=[CH:15][CH:14]=[CH:13][CH:12]=1)=[O:8])=[O:33])([O:19][CH2:20][C:21]1[CH:26]=[CH:25][CH:24]=[CH:23][CH:22]=1)=[O:18] |f:1.2|. Reported procedure: This compound was prepared from the product of 9a (0.77 g; 2.7 mmol) and 8b (1.0 g; 2.5 mmol) according to Procedure C. The reaction time was 2 days. The crude product was purified on a 75×45 mm silica gel 60 column eluted with ethyl acetate-hexane (1:1) (1000 mL) collecting 14×50 mL fractions. Fractions containing the product (5-7) were collected, and after evaporation 0.52 g (44%) product was obtained (amber oil that solidified to a waxy solid on standing in the freezer). The reactants are [N+](=O)([O-])C=1C=C2C=C(NC2=CC1)C(=O)OCC (ethyl 5-nitro-1H-indole-2-carboxylate), C(=O)[O-].[NH4+] (ammonium formate). Reagents/catalysts: [Pd] (palladium on activated carbon). The solvent is C(C)(=O)OCC (ethyl acetate), C(C)O (ethanol). Reaction conditions: temperature 90 celsius, time 30 minute. Product: NC=1C=C2C=C(NC2=CC1)C(=O)OCC (Ethyl 5-amino-1H-indole-2-carboxylate). Reaction SMILES: [N+:1]([C:4]1[CH:5]=[C:6]2[C:10](=[CH:11][CH:12]=1)[NH:9][C:8]([C:13]([O:15][CH2:16][CH3:17])=[O:14])=[CH:7]2)([O-])=O.C([O-])=O.[NH4+]>C(OCC)(=O)C.C(O)C.[Pd]>[NH2:1][C:4]1[CH:5]=[C:6]2[C:10](=[CH:11][CH:12]=1)[NH:9][C:8]([C:13]([O:15][CH2:16][CH3:17])=[O:14])=[CH:7]2 |f:1.2|. Procedure: Under argon, 15 g (60.84 mmol) of ethyl 5-nitro-1H-indole-2-carboxylate are initially charged in 750 ml of ethyl acetate and 750 ml of ethanol. 15.82 g (15.82 mmol) of ammonium formate and 1.50 g of palladium on activated carbon (10%) are added. The mixture is stirred at 90° C. for 30 minutes and then cooled and filtered off through Celite, which is washed with ethyl acetate. The solvent is removed under reduced pressure and the residue is dissolved in chloroform and washed twice with water. The... The product is C(C1=CC=CC=C1)OC=1C=C(C=C(C1OCC1=CC=CC=C1)[N+](=O)[O-])C=1N=C(SC1)C=1C(=NC=CC1)C(F)(F)F (4-(3,4-bis(benzyloxy)-5-nitrophenyl)-2-(2-(trifluoromethyl)pyridin-3-yl)thiazole). Reaction SMILES: [F:1][C:2]([F:13])([F:12])[C:3]1[C:8]([C:9](=[S:11])[NH2:10])=[CH:7][CH:6]=[CH:5][N:4]=1.[CH2:14]([O:21][C:22]1[CH:23]=[C:24]([C:39](=O)[CH2:40]Br)[CH:25]=[C:26]([N+:36]([O-:38])=[O:37])[C:27]=1[O:28][CH2:29][C:30]1[CH:35]=[CH:34][CH:33]=[CH:32][CH:31]=1)[C:15]1[CH:20]=[CH:19][CH:18]=[CH:17][CH:16]=1>C(O)C>[CH2:14]([O:21][C:22]1[CH:23]=[C:24]([C:39]2[N:10]=[C:9]([C:8]3[C:3]([C:2]([F:1])([F:12])[F:13])=[N:4][CH:5]=[CH:6][CH:7]=3)[S:11][CH:40]=2)[CH:25]=[C:26]([N+:36]([O-:38])=[O:37])[C:27]=1[O:28][CH2:29][C:30]1[CH:31]=[CH:32][CH:33]=[CH:34][CH:35]=1)[C:15]1[CH:16]=[CH:17][CH:18]=[CH:19][CH:20]=1. Procedure details: A mixture of 2-(trifluoromethyl)pyridine-3-carbothioamide (0.227 g, 1.10 mmol) and 1-[3,4-bis(benzyloxy)-5-nitrophenyl]-2-bromoethanone (0.50 g, 1.10 mmol) were refluxed overnight in absolute ethanol (5 mL). After cooling to room temperature, the reaction mixture was poured onto water (50 mL). The resulting precipitate was filtered off, washed with water (25 mL) and dried. Recrystallisation from dichloromethane/isopropanol afforded 4-(3,4-bis(benzyloxy)-5-nitrophenyl)-2-(2-(trifluoromethyl)pyrid... The reactants are FC(C1=NC=CC=C1C(N)=S)(F)F (2-(trifluoromethyl)pyridine-3-carbothioamide), C(C1=CC=CC=C1)OC=1C=C(C=C(C1OCC1=CC=CC=C1)[N+](=O)[O-])C(CBr)=O (1-[3,4-bis(benzyloxy)-5-nitrophenyl]-2-bromoethanone). Solvent: C(C)O (ethanol). Reactants: COc1ccc(O)cc1, N#Cc1ccc(NCCO)cc1C(F)(F)F. Product: COc1ccc(OCCNc2ccc(C#N)c(C(F)(F)F)c2)cc1. Reaction SMILES: [CH3:17][O:18][c:19]1[cH:20][cH:21][c:22]([OH:25])[cH:23][cH:24]1.[OH:1][CH2:2][CH2:3][NH:4][c:5]1[cH:6][c:7]([C:13]([F:14])([F:15])[F:16])[c:8]([C:9]#[N:10])[cH:11][cH:12]1>>[O:1]([CH2:2][CH2:3][NH:4][c:5]1[cH:6][c:7]([C:13]([F:14])([F:15])[F:16])[c:8]([C:9]#[N:10])[cH:11][cH:12]1)[c:22]1[cH:21][cH:20][c:19]([O:18][CH3:17])[cH:24][cH:23]1.